This data is from the Open Reaction Database (ORD), a public repository of structured organic reaction records. The task is: describe an organic reaction: reactants, conditions, products, and yield Starting materials: [BH4-].[Na+] (NaBH4), C(C)O (ethanol), N1(CCN(CC1)CC(=O)C1=CC=C(C=C1)[N+](=O)[O-])CC(=O)C1=CC=C(C=C1)[N+](=O)[O-] (2,2′-piperazine-1,4-diylbis[1-(4-nitrophenyl)ethanone]). The solvent is O (water). Run at time 8 hour. Yields the product N1(CCN(CC1)CC(O)C1=CC=C(C=C1)[N+](=O)[O-])CC(O)C1=CC=C(C=C1)[N+](=O)[O-] (2,2′-piperazine-1,4-diylbis[1-(4-nitrophenyl)ethanol]). RXN SMILES: [BH4-].[Na+].C(O)C.[N:6]1([CH2:24][C:25]([C:27]2[CH:32]=[CH:31][C:30]([N+:33]([O-:35])=[O:34])=[CH:29][CH:28]=2)=[O:26])[CH2:11][CH2:10][N:9]([CH2:12][C:13]([C:15]2[CH:20]=[CH:19][C:18]([N+:21]([O-:23])=[O:22])=[CH:17][CH:16]=2)=[O:14])[CH2:8][CH2:7]1>O>[N:6]1([CH2:24][CH:25]([C:27]2[CH:28]=[CH:29][C:30]([N+:33]([O-:35])=[O:34])=[CH:31][CH:32]=2)[OH:26])[CH2:11][CH2:10][N:9]([CH2:12][CH:13]([C:15]2[CH:16]=[CH:17][C:18]([N+:21]([O-:23])=[O:22])=[CH:19][CH:20]=2)[OH:14])[CH2:8][CH2:7]1 |f:0.1|. Reported procedure: NaBH4 (308 mg, 8.15 mmol) was added to a 25 mL ethanol solution of 2,2′-piperazine-1,4-diylbis[1-(4-nitrophenyl)ethanone] (400 mg, 0.970 mmol) at 0° C. The reaction mixture was allowed to warm up to room temperature and stir overnight. The reaction mixture was poured into water and extracted twice with EtOAc. The combined organic layers were washed with brine twice, then dried over MgSO4, filtered, and evaporated to dryness. The residue was purified by preparative TLC using 5% methanol in DCM to... Reactants: CC(C)C[Al+]CC(C)C, CCOC(=O)c1cn(S(=O)(=O)c2ccc(C)cc2)c(-c2ccccc2)c1C, Cc1ccccc1, Cl, [H-], C1CCOC1. The product is Cc1ccc(S(=O)(=O)n2cc(C=O)c(C)c2-c2ccccc2)cc1. RXN SMILES: [CH2:29]([Al+:30][CH2:31][CH:32]([CH3:33])[CH3:34])[CH:35]([CH3:36])[CH3:37].[CH3:1][c:2]1[c:3]([C:23](=[O:24])[O:25][CH2:26][CH3:27])[cH:4][n:5]([S:13](=[O:14])(=[O:15])[c:16]2[cH:17][cH:18][c:19]([CH3:22])[cH:20][cH:21]2)[c:6]1-[c:7]1[cH:8][cH:9][cH:10][cH:11][cH:12]1.[CH3:44][c:45]1[cH:46][cH:47][cH:48][cH:49][cH:50]1.[ClH:38].[H-:28].[O:39]1[CH2:40][CH2:41][CH2:42][CH2:43]1>>[CH3:1][c:2]1[c:3]([CH:23]=[O:24])[cH:4][n:5]([S:13](=[O:14])(=[O:15])[c:16]2[cH:17][cH:18][c:19]([CH3:22])[cH:20][cH:21]2)[c:6]1-[c:7]1[cH:8][cH:9][cH:10][cH:11][cH:12]1. Reactants: C1COC(C)(CCCN2CCN(CC2)C(C2=CC=CC=C2)C2=CC=CC=C2)O1 (5-(4-benzhydrylpiperazin-1-yl)-2-pentanone ethylene ketal), Cl (hydrochloric acid). Run in C1CCOC1 (THF). Reaction conditions: time 8 hour. Yields the product C(C1=CC=CC=C1)(C1=CC=CC=C1)N1CCN(CC1)CCCC(C)=O (5-(4-benzhydrylpiperazin-1-yl)-2-pentanone). The yield is 73.4%. As a reaction SMILES: C1O[C:4]([CH2:6][CH2:7][CH2:8][N:9]2[CH2:14][CH2:13][N:12]([CH:15]([C:22]3[CH:27]=[CH:26][CH:25]=[CH:24][CH:23]=3)[C:16]3[CH:21]=[CH:20][CH:19]=[CH:18][CH:17]=3)[CH2:11][CH2:10]2)([CH3:5])[O:3]C1.Cl>C1COCC1>[CH:15]([N:12]1[CH2:11][CH2:10][N:9]([CH2:8][CH2:7][CH2:6][C:4](=[O:3])[CH3:5])[CH2:14][CH2:13]1)([C:16]1[CH:21]=[CH:20][CH:19]=[CH:18][CH:17]=1)[C:22]1[CH:27]=[CH:26][CH:25]=[CH:24][CH:23]=1. Reported procedure: A solution of 5-(4-benzhydrylpiperazin-1-yl)-2-pentanone ethylene ketal (1.10 g, 2.9 mmol) in THF (25 ml) was treated with concentrated hydrochloric acid (2 ml) and stirred at room temperature overnight. The reaction mixture was evaporated to dryness before partitioning between ethyl acetate and saturated sodium bicarbonate solution. The organic layer was separated, dried over anhydrous sodium sulphate, filtered and concentrated to yield 5-(4-benzhydrylpiperazin-1-yl)-2-pentanone as a colourless... The reactants are NC=1C=C2CCC(N(C2=CC1)CCN1CCOCC1)=O (6-amino-1-(2-morpholinoethyl)-3,4-dihydroquinolin-2(1H)-one), [H-].[Al+3].[Li+].[H-].[H-].[H-] (lithium aluminum hydride). Solvent: C1CCOC1 (THF). Conditions: temperature 0 celsius. Yields the product O1CCN(CC1)CCN1CCCC2=CC(=CC=C12)N (1-(2-morpholinoethyl)-1,2,3,4-tetrahydroquinolin-6-amine). The yield is 35.6%. RXN SMILES: [NH2:1][C:2]1[CH:3]=[C:4]2[C:9](=[CH:10][CH:11]=1)[N:8]([CH2:12][CH2:13][N:14]1[CH2:19][CH2:18][O:17][CH2:16][CH2:15]1)[C:7](=O)[CH2:6][CH2:5]2.[H-].[Al+3].[Li+].[H-].[H-].[H-]>C1COCC1>[O:17]1[CH2:18][CH2:19][N:14]([CH2:13][CH2:12][N:8]2[C:9]3[C:4](=[CH:3][C:2]([NH2:1])=[CH:11][CH:10]=3)[CH2:5][CH2:6][CH2:7]2)[CH2:15][CH2:16]1 |f:1.2.3.4.5.6|. Procedure: A mixture of compound 3 (0.800 g, 2.905 mmol) in THF (25 mL) was stirred at 0° C. and was treated with solid lithium aluminum hydride (0.4352 g, 11.62 mmol). The mixture was brought to room temperature at which point it was heated to reflux for 1 hour. The reaction was quenched with H2O (1 mL), 3N NaOH solution (1 mL) and an additional aliquot of H2O (1 mL). The solution was filtered over celite and was rinsed with diethyl ether. The concentrated crude product was subject to flash chromatography... Reactants: BrCC(=O)OCC (ethyl bromoacetate), Cl (hydrochloric acid), CC=1N(C(=CC1)C)C=1C=C2NC(C(NC2=CC1C(F)(F)F)=O)=O (6-(2,5-Dimethyl-1-pyrrolyl)-7-trifluoromethyl-2,3(1H,4H)-quinoxalinedione), [H-].[Na+] (sodium hydride). Run in CN(C=O)C (dimethylformamide), CN(C=O)C (dimethylformamide). Conditions: time 1 hour. The product is COC(=O)CN1C(C(NC2=CC(=C(C=C12)N1C(=CC=C1C)C)C(F)(F)F)=O)=O (1-(Methoxycarbonylmethyl)-7-(2,5-dimethyl-1-pyrrolyl)-6-trifluoromethyl-2,3(1H,4H)-quinoxalinedione). Isolated yield 29.8%. RXN SMILES: [CH3:1][C:2]1[N:3]([C:8]2[CH:9]=[C:10]3[C:15](=[CH:16][C:17]=2[C:18]([F:21])([F:20])[F:19])[NH:14][C:13](=[O:22])[C:12](=[O:23])[NH:11]3)[C:4]([CH3:7])=[CH:5][CH:6]=1.[H-].[Na+].Br[CH2:27][C:28]([O:30][CH2:31]C)=[O:29].Cl>CN(C)C=O>[CH3:31][O:30][C:28]([CH2:27][N:11]1[C:10]2[C:15](=[CH:16][C:17]([C:18]([F:21])([F:20])[F:19])=[C:8]([N:3]3[C:4]([CH3:7])=[CH:5][CH:6]=[C:2]3[CH3:1])[CH:9]=2)[NH:14][C:13](=[O:22])[C:12]1=[O:23])=[O:29] |f:1.2|. Procedure: 2.2 g (6.8 mmol) of 6-(2,5-dimethyl-1-pyrrolyl)-7-trifluoromethyl-2,3(1H,4H)-quinoxalinedione (Example 11) were dissolved in 25 ml of anhydrous dimethylformamide under nitrogen and 0.245 g (8.2 mmol) of 80% sodium hydride was added a little at a time. The mixture was stirred at room temperature for 1 hour and then the solution was cooled to -25° C., and 1.4 g (8.9 mmol) of ethyl bromoacetate dissolved in 3 ml of dimethylformamide were added dropwise. The mixture was stirred for 90 minutes and th... Starting materials: NC1=C(C=NN1C1=CC2=C(NC(=N2)C)C=C1)C(=O)C=1N(C2=CC=CC=C2C1F)S(=O)(=O)C1=CC=C(C=C1)C ([5-Amino-1-(2-methyl-1H-benzimidazol-5-yl)-1H-pyrazol-4-yl]-[3-fluoro-1-(toluene-4-sulfonyl)-1H-indol-2-yl]-methanone), [OH-].[Na+] (sodium hydroxide). The solvent is CS(=O)(=O)O (methane sulfonic acid). Conditions: time 1 hour. Yields the product NC1=C(C=NN1C1=CC2=C(NC(=N2)C)C=C1)C(=O)C=1NC2=CC=CC=C2C1F ([5-amino-1-(2-methyl-1H-benzimidazol-5-yl)-1H-pyrazol-4-yl]-(3-fluoro-1H-indol-2-yl)-methanone). The yield is 55.0%. RXN SMILES: [NH2:1][C:2]1[N:6]([C:7]2[CH:16]=[CH:15][C:10]3[NH:11][C:12]([CH3:14])=[N:13][C:9]=3[CH:8]=2)[N:5]=[CH:4][C:3]=1[C:17]([C:19]1[N:20](S(C2C=CC(C)=CC=2)(=O)=O)[C:21]2[C:26]([C:27]=1[F:28])=[CH:25][CH:24]=[CH:23][CH:22]=2)=[O:18].[OH-].[Na+]>CS(O)(=O)=O>[NH2:1][C:2]1[N:6]([C:7]2[CH:16]=[CH:15][C:10]3[NH:11][C:12]([CH3:14])=[N:13][C:9]=3[CH:8]=2)[N:5]=[CH:4][C:3]=1[C:17]([C:19]1[NH:20][C:21]2[C:26]([C:27]=1[F:28])=[CH:25][CH:24]=[CH:23][CH:22]=2)=[O:18] |f:1.2|. Procedure details: [5-Amino-1-(2-methyl-1H-benzimidazol-5-yl)-1H-pyrazol-4-yl]-[3-fluoro-1-(toluene-4-sulfonyl)-1H-indol-2-yl]-methanone (25.0 mg, 0.041 mmol) was dissolved in methane sulfonic acid (0.25 ml), and stirred at room temperature for one hour. The pH of the reaction mixture was adjusted to 6 using an aqueous solution of 1 M sodium hydroxide. After extraction with ethyl acetate, the extract was dried over anhydrous sodium sulfate. The desiccant was removed by filtration. The filtrate was concentrated und... Reactants: BrCCc1cnccn1, CC#N, O=C(OC1CN2CCC1CC2)C1(c2ccccc2)CCCCCC1. Product: [Br-], O=C(OC1C[N+]2(CCc3cnccn3)CCC1CC2)C1(c2ccccc2)CCCCCC1. RXN SMILES: [Br:1][CH2:2][CH2:3][c:4]1[n:5][cH:6][cH:7][n:8][cH:9]1.[CH3:34][C:35]#[N:36].[N:10]12[CH2:11][CH:12]([O:18][C:19](=[O:20])[C:21]3([c:28]4[cH:29][cH:30][cH:31][cH:32][cH:33]4)[CH2:22][CH2:23][CH2:24][CH2:25][CH2:26][CH2:27]3)[CH:13]([CH2:14][CH2:15]1)[CH2:16][CH2:17]2>>[Br-:1].[CH2:2]([CH2:3][c:4]1[n:5][cH:6][cH:7][n:8][cH:9]1)[N+:10]12[CH2:11][CH:12]([O:18][C:19](=[O:20])[C:21]3([c:28]4[cH:29][cH:30][cH:31][cH:32][cH:33]4)[CH2:22][CH2:23][CH2:24][CH2:25][CH2:26][CH2:27]3)[CH:13]([CH2:14][CH2:15]1)[CH2:16][CH2:17]2.